This data is from the Open Reaction Database (ORD), a public repository of structured organic reaction records. The task is: describe an organic reaction: reactants, conditions, products, and yield Isolated yield 51.4%. Run at time 10 minute. Reaction SMILES: Cl.[CH2:2]([C:5]1([C:11]([O:13][CH2:14][CH3:15])=[O:12])[CH2:10][CH2:9][NH:8][CH2:7][CH2:6]1)[CH:3]=[CH2:4].CCN(C(C)C)C(C)C.[Br:25][C:26]1[CH:27]=[N:28][C:29](Cl)=[N:30][CH:31]=1.CCCCCC>CCO>[CH2:2]([C:5]1([C:11]([O:13][CH2:14][CH3:15])=[O:12])[CH2:10][CH2:9][N:8]([C:29]2[N:30]=[CH:31][C:26]([Br:25])=[CH:27][N:28]=2)[CH2:7][CH2:6]1)[CH:3]=[CH2:4] |f:0.1|. Run in CCO (EtOH). Product: C(C=C)C1(CCN(CC1)C1=NC=C(C=N1)Br)C(=O)OCC (Ethyl 4-allyl-1-(5-bromopyrimidin-2-yl)piperidine-4-carboxylate). Procedure: To a solution of ethyl 4-allylpiperidine-4-carboxylate hydrochloride (1.30 g, 6.59 mmol) in EtOH (20.0 mL) was added DIPEA (3.0 mL, 16.47 mmol) and the mixture stirred at rt for 10 min followed by addition of 5-bromo-2-chloropyrimidine (1.06 g, 5.49 mmol). The reaction was then heated up to 70° C. for 1 h. After reaction completion (by TLC), solvent was evaporated and the crude residue purified over 100-200 M silica-gel using 2.0% EtOAc:hexane to obtain the desired product as a yellow solid (1.0... Starting materials: Cl.C(C=C)C1(CCNCC1)C(=O)OCC (ethyl 4-allylpiperidine-4-carboxylate hydrochloride), CCN(C(C)C)C(C)C (DIPEA), BrC=1C=NC(=NC1)Cl (5-bromo-2-chloropyrimidine), CCCCCC (hexane). Reactants: FC1=CC=C(C=C2CN(CCC2)C(=O)OC(C)(C)C)C=C1 (t-Butyl 3-(4-fluorobenzylidene)-1-piperidinecarboxylate), [H][H] (hydrogen). The reagents and catalysts are [Pd] (palladium on carbon). The solvent is CO (methanol). Run at time 16 hour. Yields the product FC1=CC=C(CC2CN(CCC2)C(=O)OC(C)(C)C)C=C1 (t-Butyl (±)-3-(4-fluorobenzyl)-1-piperidinecarboxylate). As a reaction SMILES: [F:1][C:2]1[CH:21]=[CH:20][C:5]([CH:6]=[C:7]2[CH2:12][CH2:11][CH2:10][N:9]([C:13]([O:15][C:16]([CH3:19])([CH3:18])[CH3:17])=[O:14])[CH2:8]2)=[CH:4][CH:3]=1.[H][H]>[Pd].CO>[F:1][C:2]1[CH:21]=[CH:20][C:5]([CH2:6][CH:7]2[CH2:12][CH2:11][CH2:10][N:9]([C:13]([O:15][C:16]([CH3:17])([CH3:18])[CH3:19])=[O:14])[CH2:8]2)=[CH:4][CH:3]=1. Procedure: To a stirring solution of the t-Butyl 3-(4-fluorobenzylidene)-1-piperidinecarboxylate (3.82 g, 13.1 mmol) and 10% palladium on carbon (0.76 g) in degassed methanol (200 mL) was added hydrogen gas to 55 psi. The reaction was stirred for 16 h and then filtered through a pad of celite. The celite was washed with methanol (200 mL). The filtrates were combined and concentration in vacuo to yield 2.76 g as a colorless oil. 1H NMR (300 MHz, CDCl3) δ 7.12-7.07 (m, 2H), 6.98-6.93 (m, 2H), 3.89 (dt, J=13,...